From a dataset of the Open Reaction Database (ORD), a public repository of structured organic reaction records. describe an organic reaction: reactants, conditions, products, and yield Starting materials: C1(=CC=CC=C1)CCC(CCC1=CC=CC=C1)O (1,5-diphenyl-3-pentanol), O(C1=CC=CC=C1)CC(COC1=CC=CC=C1)O (1,3-Diphenoxy-2-propanol), C(C)(=O)OCC (ethyl acetate). The solvent is CCCCCC (hexane). Yields the product O(C1=CC=CC=C1)CC(COC1=CC=CC=C1)OCOC (1,3-Diphenoxy-2-((methoxy)methoxy)propane). Reaction SMILES: C1(CCC(O)CCC2C=CC=CC=2)C=CC=CC=1.[O:19]([CH2:26][CH:27]([OH:36])[CH2:28][O:29][C:30]1[CH:35]=[CH:34][CH:33]=[CH:32][CH:31]=1)[C:20]1[CH:25]=[CH:24][CH:23]=[CH:22][CH:21]=1.[C:37]([O:40][CH2:41]C)(=O)C>CCCCCC>[O:19]([CH2:26][CH:27]([O:36][CH2:37][O:40][CH3:41])[CH2:28][O:29][C:30]1[CH:35]=[CH:34][CH:33]=[CH:32][CH:31]=1)[C:20]1[CH:21]=[CH:22][CH:23]=[CH:24][CH:25]=1. Reported procedure: Using the procedure of Example 51 but replacing 1,5-diphenyl-3-pentanol with the resultant compound of Example 4 gave, after silica gel chromatography using 10% ethyl acetate in hexane, 80 mg (49%) of the desired compound (Rf 0.42, 20% ethyl acetate in hexane). 1H NMR (CDCl3) δ 3 44 (s, 3H), 4.18 (dd, J=10, 6 Hz, 2H), 4.22 (dd, J=15, 6 Hz, 2H), 4.33 (pentet, J=6 Hz, 1H), 4.85 (s, 2H), 6.9-7.0 (m, 6H), 7.25-7.35 (m, 4H). Mass spectrum (M+NH4)+ =306. Reactants: N1CCC(CC1)NC=1C2=C(N=CN1)SC(=C2)CC(F)(F)F (N-(piperidin-4-yl)-6-(2,2,2-trifluoroethyl)thieno[2,3-d]pyrimidin-4-amine), OC1=CC=C(C=O)C=C1 (p-hydroxybenzaldehyde), [BH3-]C#N.[Na+] (NaBH3CN). Solvent: CO (MeOH), C(C)(=O)O (acetic acid). Product: FC(CC1=CC2=C(N=CN=C2NC2CCN(CC2)CC2=CC=C(C=C2)O)S1)(F)F (4-((4-((6-(2,2,2-trifluoroethyl)thieno[2,3-d]pyrimidin-4-yl)amino)piperidin-1-yl)methyl)phenol). Reaction SMILES: [NH:1]1[CH2:6][CH2:5][CH:4]([NH:7][C:8]2[C:9]3[CH:16]=[C:15]([CH2:17][C:18]([F:21])([F:20])[F:19])[S:14][C:10]=3[N:11]=[CH:12][N:13]=2)[CH2:3][CH2:2]1.[OH:22][C:23]1[CH:30]=[CH:29][C:26]([CH:27]=O)=[CH:25][CH:24]=1.[BH3-]C#N.[Na+]>CO.C(O)(=O)C>[F:20][C:18]([F:21])([F:19])[CH2:17][C:15]1[S:14][C:10]2[N:11]=[CH:12][N:13]=[C:8]([NH:7][CH:4]3[CH2:5][CH2:6][N:1]([CH2:27][C:26]4[CH:29]=[CH:30][C:23]([OH:22])=[CH:24][CH:25]=4)[CH2:2][CH2:3]3)[C:9]=2[CH:16]=1 |f:2.3|. Procedure details: 59 mg of N-(piperidin-4-yl)-6-(2,2,2-trifluoroethyl)thieno[2,3-d]pyrimidin-4-amine (0.19 mmol) and 21 mg of p-hydroxybenzaldehyde (0.19 mmol) were dissolved in 0.5 mL of MeOH in the presence of 10 uL of acetic acid. 19 mg of NaBH3CN (0.3 mmol) was slowly added to that mixture and solution was stirred for 24 hs. All volatiles were removed under reduced pressure and residue was partitioned between water and ethyl acetate. Organic layer was washed with brine, dried over magnesium sulfate and evapor...